Dataset: the Open Reaction Database (ORD), a public repository of structured organic reaction records. Task: describe an organic reaction: reactants, conditions, products, and yield The reactants are OO (Hydrogen peroxide), OC(C[C@@]1(CCN(C(O1)=O)[C@@H](C)C1=CC=C(C=C1)C=1C=CC(=NC1)C(C#N)(C)C)C1=CC=CC=C1)(C)C (2-[5-(4-{(S)-1-[(S)-6-(2-Hydroxy-2-methyl-propyl)-2-oxo-6-phenyl-[1,3]oxazinan-3-yl]-ethyl}-phenyl)-pyridin-2-yl]-2-methyl-propionitrile), C(=O)([O-])[O-].[K+].[K+] (K2CO3), sulfoxide, OO (hydrogen peroxide), C(=O)([O-])[O-].[K+].[K+] (K2CO3), [O-]S(=O)(=S)[O-].[Na+].[Na+] (Na2S2O3). Run at time 3 hour. The product is OC(C[C@@]1(CCN(C(O1)=O)[C@@H](C)C1=CC=C(C=C1)C=1C=CC(=NC1)C(C(=O)N)(C)C)C1=CC=CC=C1)(C)C (2-[5-(4-{(S)-1-[(S)-6-(2-Hydroxy-2-methyl-propyl)-2-oxo-6-phenyl-[1,3]oxazinan-3-yl]-ethyl}-phenyl)-pyridin-2-yl]-isobutyramide). RXN SMILES: OO.[OH:3][C:4]([CH3:39])([CH3:38])[CH2:5][C@@:6]1([C:32]2[CH:37]=[CH:36][CH:35]=[CH:34][CH:33]=2)[O:11][C:10](=[O:12])[N:9]([C@H:13]([C:15]2[CH:20]=[CH:19][C:18]([C:21]3[CH:22]=[CH:23][C:24]([C:27]([CH3:31])([CH3:30])[C:28]#[N:29])=[N:25][CH:26]=3)=[CH:17][CH:16]=2)[CH3:14])[CH2:8][CH2:7]1.C([O-])([O-])=[O:41].[K+].[K+].[O-]S([O-])(=S)=O.[Na+].[Na+]>>[OH:3][C:4]([CH3:38])([CH3:39])[CH2:5][C@@:6]1([C:32]2[CH:33]=[CH:34][CH:35]=[CH:36][CH:37]=2)[O:11][C:10](=[O:12])[N:9]([C@H:13]([C:15]2[CH:20]=[CH:19][C:18]([C:21]3[CH:22]=[CH:23][C:24]([C:27]([CH3:30])([CH3:31])[C:28]([NH2:29])=[O:41])=[N:25][CH:26]=3)=[CH:17][CH:16]=2)[CH3:14])[CH2:8][CH2:7]1 |f:2.3.4,5.6.7|. Procedure details: Hydrogen peroxide (35% in water, 0.1 mL) was added to a mixture of 2-[5-(4-{(S)-1-[(S)-6-(2-hydroxy-2-methyl-propyl)-2-oxo-6-phenyl-[1,3]oxazinan-3-yl]-ethyl}-phenyl)-pyridin-2-yl]-2-methyl-propionitrile (0.21 g; for preparation see Example 194) and K2CO3 (0.03 g) in ddimethyl sulfoxide (2 mL) at room temperature. After stirring the mixture for 3 h at room temperature, another portion of hydrogen peroxide (35% in water, 0.1 mL) and K2CO3 (0.03 g) were added. The mixture was further stirred at ro... Yields the product O=S1(=O)c2ccc(O)cc2CCN1CCCc1ccccc1. As a reaction SMILES: [B:24]([Br:25])([Br:26])[Br:27].[CH3:1][O:2][c:3]1[cH:4][cH:5][c:6]2[c:7]([cH:23]1)[CH2:8][CH2:9][N:10]([CH2:14][CH2:15][CH2:16][c:17]1[cH:18][cH:19][cH:20][cH:21][cH:22]1)[S:11]2(=[O:12])=[O:13].[Cl:33][CH2:34][Cl:35].[Na+:32].[O-:28][C:29]([OH:30])=[O:31]>>[OH:2][c:3]1[cH:4][cH:5][c:6]2[c:7]([cH:23]1)[CH2:8][CH2:9][N:10]([CH2:14][CH2:15][CH2:16][c:17]1[cH:18][cH:19][cH:20][cH:21][cH:22]1)[S:11]2(=[O:12])=[O:13]. Reactants: BrB(Br)Br, COc1ccc2c(c1)CCN(CCCc1ccccc1)S2(=O)=O, ClCCl, [Na+], O=C([O-])O. The reactants are OC1=CC=C(C=C1)C(CNC1=C2N=CN(C2=NC(=N1)Cl)[C@H]1[C@@H]([C@@H]([C@H](C1)N1N=C(N=N1)CC)O)O)C1=CC=C(C=C1)O ((1R,2S,3R,5S)-3-{6-[2,2-bis-(4-hydroxy-phenyl)-ethylamino]-2-chloro-purin-9-yl}-5-(5-ethyl-tetrazol-2-yl)-cyclopentane-1,2-diol), FC(C(=O)O)(F)F.C1(=CC=CC=C1)C(CNC1=C2N=CN(C2=NC(=N1)NCCN1CCCCC1)[C@H]1[C@@H]([C@@H]([C@H](C1)N1N=CC(=C1)CO)O)O)C1=CC=CC=C1 ((1R,2S,3R,5S)-3-[6-(2,2-Diphenyl-ethylamino)-2-(2-piperidin-1-yl-ethylamino)-purin-9-yl]-5-(4-hydroxymethyl-pyrazol-1-yl)-cyclopentane-1,2-diol trifluoroacetate), N1(CCCC1)[C@H]1CNCC1 ((R)-[1,3′]bipyrrolidinyl). The product is Cl.N1(CCCC1)[C@H]1CN(CC1)C1=NC(=C2N=CN(C2=N1)[C@H]1[C@@H]([C@@H]([C@H](C1)N1N=C(N=N1)CC)O)O)NCC(C1=CC=C(C=C1)O)C1=CC=C(C=C1)O ((1R,2S,3R,5S)-3-{(R)-2-[1,3′]Bipyrrolidinyl-1′-yl-6-[2,2-bis-(4-hydroxy-phenyl)-ethylamino]-purin-9-yl}-5-(5-ethyl-tetrazol-2-yl)-cyclopentane-1,2-diol hydrochloride). Reaction SMILES: [OH:1][C:2]1[CH:7]=[CH:6][C:5]([CH:8]([C:35]2[CH:40]=[CH:39][C:38]([OH:41])=[CH:37][CH:36]=2)[CH2:9][NH:10][C:11]2[N:19]=[C:18]([Cl:20])[N:17]=[C:16]3[C:12]=2[N:13]=[CH:14][N:15]3[C@@H:21]2[CH2:25][C@H:24]([N:26]3[N:30]=[N:29][C:28]([CH2:31][CH3:32])=[N:27]3)[C@@H:23]([OH:33])[C@H:22]2[OH:34])=[CH:4][CH:3]=1.FC(F)(F)C(O)=O.C1(C(C2C=CC=CC=2)CN[C:58]2[N:66]=[C:65](NCCN3CCCCC3)N=[C:63]3[C:59]=2N=C[N:62]3[C@@H:76]2[CH2:80][C@H:79](N3C=C(CO)C=N3)[C@@H:78](O)[C@H]2O)C=CC=CC=1.N1([C@@H]2CCNC2)CCCC1>>[ClH:20].[N:62]1([C@@H:63]2[CH2:59][CH2:58][N:66]([C:18]3[N:17]=[C:16]4[C:12]([N:13]=[CH:14][N:15]4[C@@H:21]4[CH2:25][C@H:24]([N:26]5[N:30]=[N:29][C:28]([CH2:31][CH3:32])=[N:27]5)[C@@H:23]([OH:33])[C@H:22]4[OH:34])=[C:11]([NH:10][CH2:9][CH:8]([C:35]4[CH:36]=[CH:37][C:38]([OH:41])=[CH:39][CH:40]=4)[C:5]4[CH:6]=[CH:7][C:2]([OH:1])=[CH:3][CH:4]=4)[N:19]=3)[CH2:65]2)[CH2:76][CH2:80][CH2:79][CH2:78]1 |f:1.2,4.5|. Procedure: This compound is prepared from (1R,2S,3R,5S)-3-{6-[2,2-bis-(4-hydroxy-phenyl)-ethylamino]-2-chloro-purin-9-yl}-5-(5-ethyl-tetrazol-2-yl)-cyclopentane-1,2-diol (Intermediate BF1) using a procedure analogous to that of (1R,2S,3R,5S)-3-[6-(2,2-diphenyl-ethylamino)-2-(2-piperidin-1-yl-ethylamino)-purin-9-yl]-5-(4-hydroxymethyl-pyrazol-1-yl)-cyclopentane-1,2-diol trifluoroacetate (Example 46) by replacing 1-(2-amino-ethyl)piperidine with (R)-[1,3′]bipyrrolidinyl (intermediate EB). MS (ES+) m/e 650.42... Starting materials: ClC1=NC(=CC(=C1)Cl)Cl (2,4,6-trichloropyridine), FC1=CC=C(C=C1)[C@H](C)N ((S)-(−)-1-(4-fluorophenyl)ethylamine), C(C)(C)N(C(C)C)CC (N,N-diisopropylethylamine). Solvent: C(C)(=O)OCC (ethyl acetate), C(CCC)O (1-butanol). Reaction conditions: temperature 120 celsius, time 42 hour. Product: ClC1=CC(=NC(=C1)Cl)N[C@@H](C)C1=CC=C(C=C1)F ((S)-4,6-Dichloro-N-[1-(4-fluorophenyl)ethyl]pyridin-2-amine). Isolated yield 45.8%. Reaction SMILES: Cl[C:2]1[CH:7]=[C:6]([Cl:8])[CH:5]=[C:4]([Cl:9])[N:3]=1.[F:10][C:11]1[CH:16]=[CH:15][C:14]([C@@H:17]([NH2:19])[CH3:18])=[CH:13][CH:12]=1.C(N(CC)C(C)C)(C)C>C(O)CCC.C(OCC)(=O)C>[Cl:8][C:6]1[CH:5]=[C:4]([Cl:9])[N:3]=[C:2]([NH:19][C@H:17]([C:14]2[CH:15]=[CH:16][C:11]([F:10])=[CH:12][CH:13]=2)[CH3:18])[CH:7]=1. Procedure details: 7.2 g of 2,4,6-trichloropyridine and 2.74 g of (S)-(−)-1-(4-fluorophenyl)ethylamine were dissolved in 25 ml of 1-butanol, and 13.7 ml of N,N-diisopropylethylamine was added thereto, and the mixture was stirred at 120° C. for 42 hours. The reaction solution was air-cooled to room temperature, and then diluted with ethyl acetate. The solution was washed with water and then dried over magnesium sulfate. The solvent was distilled off under reduced pressure, and then the obtained residue was purified... The reactants are C(C)(=O)OC(C)=O (Acetic anhydride), OCNC(C)=O (N-(hydroxymethyl)acetamide). Reagents/catalysts: N1=CC=CC=C1 (pyridine). Conditions: time 8 hour. Yields the product C(C)(=O)O.OCNC(C)=O (N-(hydroxymethyl)acetamide acetate). Isolated yield 900.0%. Reaction SMILES: [C:1]([O:4]C(=O)C)(=[O:3])[CH3:2].[OH:8][CH2:9][NH:10][C:11](=[O:13])[CH3:12]>N1C=CC=CC=1>[C:1]([OH:4])(=[O:3])[CH3:2].[OH:8][CH2:9][NH:10][C:11](=[O:13])[CH3:12] |f:3.4|. Reported procedure: Acetic anhydride (25 g) and pyridine (10 drops) is added to N-(hydroxymethyl)acetamide (9 g, 0.1 mol). The reaction mixture is stirred overnight at room temperature, concentrated in vacuo and chased with xylene to give the title product as an oil (11.9 g, 0.9 mol) which is identified by 1HNMR spectral analysis.